Dataset: the Open Reaction Database (ORD), a public repository of structured organic reaction records. Task: describe an organic reaction: reactants, conditions, products, and yield Starting materials: CC1(C)OCCn2c1nc(C(=O)NCc1ccc(F)cc1N1C(=O)CCC1COS(C)(=O)=O)c(OCc1ccccc1)c2=O, [N-]=[N+]=[N-], [Na+], CN(C)C=O, O. The product is CC1(C)OCCn2c1nc(C(=O)NCc1ccc(F)cc1N1C(=O)CCC1CN=[N+]=[N-])c(OCc1ccccc1)c2=O. RXN SMILES: [CH3:1][S:2]([O:3][CH2:6][CH:7]1[N:8]([c:13]2[c:14]([CH2:20][NH:21][C:22](=[O:23])[c:24]3[n:25][c:26]4[n:31]([c:32](=[O:42])[c:33]3[O:34][CH2:35][c:36]3[cH:37][cH:38][cH:39][cH:40][cH:41]3)[CH2:30][CH2:29][O:28][C:27]4([CH3:43])[CH3:44])[cH:15][cH:16][c:17]([F:19])[cH:18]2)[C:9](=[O:12])[CH2:10][CH2:11]1)(=[O:4])=[O:5].[N-:46]=[N+:47]=[N-:48].[Na+:45].[O:50]=[CH:51][N:52]([CH3:53])[CH3:54].[OH2:49]>>[CH2:6]([CH:7]1[N:8]([c:13]2[c:14]([CH2:20][NH:21][C:22](=[O:23])[c:24]3[n:25][c:26]4[n:31]([c:32](=[O:42])[c:33]3[O:34][CH2:35][c:36]3[cH:37][cH:38][cH:39][cH:40][cH:41]3)[CH2:30][CH2:29][O:28][C:27]4([CH3:43])[CH3:44])[cH:15][cH:16][c:17]([F:19])[cH:18]2)[C:9](=[O:12])[CH2:10][CH2:11]1)[N:46]=[N+:47]=[N-:48]. The reactants are BrCCC(C)N1S(N(C2=C1C=CC=C2)C2=C(C=CC=C2)F)(=O)=O (1-(3-bromo-1-methylpropyl)-3-(2-fluorophenyl)-1,3-dihydro-2,1,3-benzothiadiazole 2,2-dioxide), C1(C=2C(C(N1)=O)=CC=CC2)=O.[K] (potassium phthalimide), CNN (methyl hydrazine). Run in CCOC(=O)C (EtOAc), CN(C=O)C (dimethylformamide). Yields the product FC1=C(C=CC=C1)N1S(N(C2=C1C=CC=C2)C(CCNC)C)(=O)=O (3-[3-(2-fluorophenyl)-2,2-dioxido-2,1,3-benzothiadiazol-1(3H)-yl]-N-methylbutan-1-amine). Isolated yield 36.6%. RXN SMILES: Br[CH2:2][CH2:3][CH:4]([N:6]1[C:10]2[CH:11]=[CH:12][CH:13]=[CH:14][C:9]=2[N:8]([C:15]2[CH:20]=[CH:19][CH:18]=[CH:17][C:16]=2[F:21])[S:7]1(=[O:23])=[O:22])[CH3:5].C1(=O)[NH:28][C:27](=O)C2=CC=CC=C12.[K].CNN>CN(C)C=O.CCOC(C)=O>[F:21][C:16]1[CH:17]=[CH:18][CH:19]=[CH:20][C:15]=1[N:8]1[C:9]2[CH:14]=[CH:13][CH:12]=[CH:11][C:10]=2[N:6]([CH:4]([CH3:5])[CH2:3][CH2:2][NH:28][CH3:27])[S:7]1(=[O:22])=[O:23] |f:1.2,^1:34|. Procedure details: 1-(3-bromo-1-methylpropyl)-3-(2-fluorophenyl)-1,3-dihydro-2,1,3-benzothiadiazole 2,2-dioxide (0.1 g, 0.25 mmol) was dissolved in dimethylformamide (2 mL) in a microwave cuvette and potassium phthalimide (0.06 g, 0.3 mmol) was added. The mixture was irradiated at 100° C. for 3 minutes. Upon cooling the mixture was diluted with EtOAc and washed with water and brine then dried with Na2SO4. Upon concentration, the residue was dissolved in MeOH (5 mL), methyl hydrazine (0.06 g, 1.25 mmol) was added a... Starting materials: C(C)N(C(C)C)C(C)C (ethyl diisopropyl amine), CS(=O)(=O)Cl (methane sulfonyl chloride), CN1CCC2(CC1)CNC1=CC=CC=C12 (1,2-dihydro-1'-methyl-spiro[3H-indole-3,4'-piperidine]). Solvent: C(Cl)Cl (CH2Cl2), C(Cl)Cl (CH2Cl2), MeOH(NH3) EtOAc. Reaction conditions: time 8 hour. Product: CN1CCC2(CC1)CN(C1=CC=CC=C12)S(=O)(=O)C (1,2-Dihydro-1'-methyl-1-(methylsulfonyl)-spiro[3H-indole-3,4'-piperidine]). Isolated yield 81.2%. RXN SMILES: [CH3:1][N:2]1[CH2:7][CH2:6][C:5]2([C:15]3[C:10](=[CH:11][CH:12]=[CH:13][CH:14]=3)[NH:9][CH2:8]2)[CH2:4][CH2:3]1.[CH3:16][S:17](Cl)(=[O:19])=[O:18].C(N(C(C)C)C(C)C)C>C(Cl)Cl>[CH3:1][N:2]1[CH2:3][CH2:4][C:5]2([C:15]3[C:10](=[CH:11][CH:12]=[CH:13][CH:14]=3)[N:9]([S:17]([CH3:16])(=[O:19])=[O:18])[CH2:8]2)[CH2:6][CH2:7]1. Procedure: Dissolve 1,2-dihydro-1'-methyl-spiro[3H-indole-3,4'-piperidine] (3.0 g, 14.8 mmoles) in dry CH2Cl2 (25 ml) and cool under N2 in an ice bath. Add, dropwise, methane sulfonyl chloride (1.5 ml, 19.3 mmoles), followed by ethyl diisopropyl amine (5.0 ml, 28.7 mmoles). Warm to room temperature and stir overnight. Dilute the solution to 100 ml with CH2Cl2. Wash the solution with saturated aqueous NaHCO3 (4×25 ml), then with water. Dry solution with anhydrous Na2SO4, then remove the solvent using reduce... The reactants are C(C)(=O)[O-] (acetate), [OH-].[K+] (KOH), CCO (EtOH), C1(=CC=CC=C1)[C@@H](C)[N@@]1C(C1)[C@@H]([C@H](COCC1=CC=CC=C1)OCC1=CC=CC=C1)OCC1=CC=CC=C1 ((R)-1-((R)-1-phenylethyl)-2-((1S,2S)-1,2,3-tris(benzyloxy)propyl)aziridine), CC(=O)O (AcOH). Solvent: C(Cl)Cl (CH2Cl2), C(Cl)Cl (CH2Cl2), C(Cl)Cl (CH2Cl2). Run at time 18 hour. Yields the product C(C1=CC=CC=C1)O[C@@H]([C@@H](CO)N[C@H](C)C1=CC=CC=C1)[C@H](COCC1=CC=CC=C1)OCC1=CC=CC=C1 ((2R,3S,4S)-3,4,5-Tris(benzyloxy)-2-(((R)-1-phenylethyl)amino)pentan-1-ol). The yield is 64.0%. RXN SMILES: C1([C@H:7]([N@:9]2[CH2:11][CH:10]2[C@H:12]([O:31][CH2:32]C2C=CC=CC=2)[C@@H:13]([O:23][CH2:24][C:25]2[CH:30]=[CH:29][CH:28]=[CH:27][CH:26]=2)[CH2:14][O:15][CH2:16][C:17]2[CH:22]=[CH:21][CH:20]=[CH:19][CH:18]=2)[CH3:8])C=CC=CC=1.[CH3:39][C:40](O)=O.[C:43]([O-])(=O)[CH3:44].[OH-:47].[K+].[CH3:49][CH2:50]O>C(Cl)Cl>[CH2:32]([O:31][C@H:12]([C@@H:13]([O:23][CH2:24][C:25]1[CH:30]=[CH:29][CH:28]=[CH:27][CH:26]=1)[CH2:14][O:15][CH2:16][C:17]1[CH:18]=[CH:19][CH:20]=[CH:21][CH:22]=1)[C@H:10]([NH:9][C@@H:7]([C:40]1[CH:39]=[CH:44][CH:43]=[CH:50][CH:49]=1)[CH3:8])[CH2:11][OH:47])[C:17]1[CH:22]=[CH:21][CH:20]=[CH:19][CH:18]=1 |f:3.4|. Procedure: To a solution of (R)-1-((R)-1-phenylethyl)-2-((1S,2S)-1,2,3-tris(benzyloxy)propyl)aziridine (340 mg, 0.67 mmol) in CH2Cl2 (2 mL, 0.3 M) was added AcOH (0.38 mL, 6.7 mmol, 10 equiv). The reaction mixture was stirred for 18 hrs at room temperature, diluted with CH2Cl2 and quenched with saturated NaHCO3 solution. The aqueous layer was extracted with CH2Cl2 and the combined organic layer was washed with brine, dried over MgSO4, filtered through a pad of celite and concentrated in vacuo. The resultin... Starting materials: C1CC1C(C#N)O (cyclopropylcarboxaldehyde), C(#N)[BH3-].[Na+] (sodium cyanoborohydride), C(C)(=O)O (Acetic acid), [OH-].[Na+] (sodium hydroxide), C1CC1C(C#N)O (Cyclopropylcarboxaldehyde), C(#N)[BH3-].[Na+] (sodium cyanoborohydride), C(C)(C)(C)OC(=O)N1CCC(CC1)N(C1=NC=CC=C1N)C (1-tert-Butyloxycarbonyl-4-[N-methyl-N-(3-amino-2-pyridinyl)amino]piperidine). The solvent is O (water), CO (methanol). Run at time 5 minute. Yields the product C(C)(C)(C)OC(=O)N1CCC(CC1)N(C1=NC=CC=C1NCC1CC1)C (1-tert-Butyloxycarbonyl-4-[N-methyl-N-(3-cyclopropylmethylamino-2-pyridinyl)amino]piperidine). As a reaction SMILES: [C:1]([O:5][C:6]([N:8]1[CH2:13][CH2:12][CH:11]([N:14]([CH3:22])[C:15]2[C:20]([NH2:21])=[CH:19][CH:18]=[CH:17][N:16]=2)[CH2:10][CH2:9]1)=[O:7])([CH3:4])([CH3:3])[CH3:2].[CH2:23]1[CH:25]([CH:26](O)C#N)[CH2:24]1.C([BH3-])#N.[Na+].C(O)(=O)C.[OH-].[Na+]>CO.O>[C:1]([O:5][C:6]([N:8]1[CH2:13][CH2:12][CH:11]([N:14]([CH3:22])[C:15]2[C:20]([NH:21][CH2:26][CH:25]3[CH2:23][CH2:24]3)=[CH:19][CH:18]=[CH:17][N:16]=2)[CH2:10][CH2:9]1)=[O:7])([CH3:4])([CH3:3])[CH3:2] |f:2.3,5.6|. Procedure details: 1-tert-Butyloxycarbonyl-4-[N-methyl-N-(3-amino-2-pyridinyl)amino]piperidine (1.64 g, 5.37 mmol) is dissolved in methanol (0.2M) and cooled to 0°. Cyclopropylcarboxaldehyde (0.40 ml, 5.37 mmol) is added. After stirring 5 min, sodium cyanoborohydride (337 mg, 5.37 mmol) is added. The reaction is refluxed one hour, then stirred overnight at 20°-25°. Acetic acid (53.7 mmol) is added and the reaction refluxed 3 hr. After cooling to 20°-25°, cyclopropylcarboxaldehyde (820 mg, 2.68 mmol) and sodium cya... Reactants: O.C1(=CC=C(C=C1)S(=O)(=O)O)C (p-toluenesulphonic acid monohydrate), ClC=1C=C(C=CC1F)NC1=NC=NC2=CC(=C(C=C12)NC(C=CCN(CC(C)(C)O)CC(=O)OCC)=O)OCC1CC1 (4-[(3-chloro-4-fluorophenyl)amino]-6-[(4-{N-[(ethoxycarbonyl)methyl]-N-(2-hydroxy-2-methyl-propyl)amino}-1-oxo-2-buten-1-yl)amino]-7-cyclopropylmethoxy-quinazoline), C(C)(=O)OCC (ethyl acetate). Solvent: C(C)#N (acetonitrile). Run at time 3 hour. Product: ClC=1C=C(C=CC1F)NC1=NC=NC2=CC(=C(C=C12)NC(C=CCN1CC(OC(C1)=O)(C)C)=O)OCC1CC1 (4-[(3-chloro-4-fluorophenyl)amino]-6-{[4-(2,2-dimethyl-6-oxo-morpholin-4-yl)-1-oxo-2-buten-1-yl]amino}-7-cyclopropylmethoxy-quinazoline). As a reaction SMILES: O.C1(C)C=CC(S(O)(=O)=O)=CC=1.[Cl:13][C:14]1[CH:15]=[C:16]([NH:21][C:22]2[C:31]3[C:26](=[CH:27][C:28]([O:50][CH2:51][CH:52]4[CH2:54][CH2:53]4)=[C:29]([NH:32][C:33](=[O:49])[CH:34]=[CH:35][CH2:36][N:37]([CH2:43][C:44]([O:46]CC)=[O:45])[CH2:38][C:39](O)([CH3:41])[CH3:40])[CH:30]=3)[N:25]=[CH:24][N:23]=2)[CH:17]=[CH:18][C:19]=1[F:20].C(OCC)(=O)C>C(#N)C>[Cl:13][C:14]1[CH:15]=[C:16]([NH:21][C:22]2[C:31]3[C:26](=[CH:27][C:28]([O:50][CH2:51][CH:52]4[CH2:54][CH2:53]4)=[C:29]([NH:32][C:33](=[O:49])[CH:34]=[CH:35][CH2:36][N:37]4[CH2:43][C:44](=[O:46])[O:45][C:39]([CH3:41])([CH3:40])[CH2:38]4)[CH:30]=3)[N:25]=[CH:24][N:23]=2)[CH:17]=[CH:18][C:19]=1[F:20] |f:0.1|. Procedure: 15 mg of p-toluenesulphonic acid monohydrate are added to 150 mg of 4-[(3-chloro-4-fluorophenyl)amino]-6-[(4-{N-[(ethoxycarbonyl)methyl]-N-(2-hydroxy-2-methyl-propyl)amino}-1-oxo-2-buten-1-yl)amino]-7-cyclopropylmethoxy-quinazoline in 2.5 ml of acetonitrile. The solution formed is stirred first for three hours at ambient temperature, then refluxed for a further two hours until the reaction is complete. For working up, the reaction mixture is combined with 30 ml of ethyl acetate. The organic phas...